Dataset: the Open Reaction Database (ORD), a public repository of structured organic reaction records. Task: describe an organic reaction: reactants, conditions, products, and yield Starting materials: O (water), C(C)OC=1C=CC(=NC1)C(=O)O (5-ethoxy-pyridine-2-carboxylic acid), C1=CN(C=N1)C(=O)N2C=CN=C2 (CDI), Cl.NCC=1C=C2C(N(C(C2=CC1)=O)C1(C(NC(CC1)=O)=O)C)=O (5-aminomethyl-2-(3-methyl-2,6-dioxo-piperidin-3-yl)-isoindole-1,3-dione hydrochloride). Solvent: CN(C=O)C (N,N-dimethylformamide). Reaction conditions: temperature 40 celsius, time 1 hour. Yields the product CC1(C(NC(CC1)=O)=O)N1C(C2=CC=C(C=C2C1=O)CNC(=O)C1=NC=C(C=C1)OCC)=O (5-ethoxy-pyridine-2-carboxylic acid[2-(3-methyl-2,6-dioxo-piperidin-3-yl)-1,3-dioxo-2,3-dihydro-1H-isoindol-5-ylmethyl]-amide). Yield: 76.6%. RXN SMILES: [CH2:1]([O:3][C:4]1[CH:5]=[CH:6][C:7]([C:10]([OH:12])=O)=[N:8][CH:9]=1)[CH3:2].C1N=CN(C(N2C=NC=C2)=O)C=1.Cl.[NH2:26][CH2:27][C:28]1[CH:29]=[C:30]2[C:34](=[CH:35][CH:36]=1)[C:33](=[O:37])[N:32]([C:38]1([CH3:46])[CH2:43][CH2:42][C:41](=[O:44])[NH:40][C:39]1=[O:45])[C:31]2=[O:47].O>CN(C)C=O>[CH3:46][C:38]1([N:32]2[C:31](=[O:47])[C:30]3[C:34](=[CH:35][CH:36]=[C:28]([CH2:27][NH:26][C:10]([C:7]4[CH:6]=[CH:5][C:4]([O:3][CH2:1][CH3:2])=[CH:9][N:8]=4)=[O:12])[CH:29]=3)[C:33]2=[O:37])[CH2:43][CH2:42][C:41](=[O:44])[NH:40][C:39]1=[O:45] |f:2.3|. Procedure details: A stirred mixture of 5-ethoxy-pyridine-2-carboxylic acid (0.33 g, 2.00 mmol) and CDI (0.36 g, 2.20 mmol) in N,N-dimethylformamide (20 mL) was heated to 40° C. under nitrogen. After 1 h, 5-aminomethyl-2-(3-methyl-2,6-dioxo-piperidin-3-yl)-isoindole-1,3-dione hydrochloride (0.68 g, 2.00 mmol) was added and the mixture was heated at 40° C. for 1.5 h. The mixture was cooled to rt and water (40 mL) was added. The solids were filtered and dissolved in CH2Cl2 (10 mL). The crude product was purified by ... The solvent is CCC(C)(C)O (t-AmOH). Reaction SMILES: Br[c:1]1[cH:5][s:4][n:3][cH:2]1.[CH3:6][C:7]([O:10][C:11]([NH2:13])=[O:12])([CH3:9])[CH3:8]>>[CH3:6][C:7]([O:10][C:11]([NH:13][c:1]1[cH:5][s:4][n:3][cH:2]1)=[O:12])([CH3:9])[CH3:8]. Reaction conditions: temperature 110 celsius, time 18 hour. Product: CC(C)(C)OC(=O)Nc1cnsc1. The reactants are C(OC(N)=O)(C)(C)C, n1scc(c1)Br. Reagents/catalysts: c1ccc(cc1)-c2c3ccccc3cc4ccccc24 (9-Phenylanthracene), [Li+].C[Si](C)(C)[N-][Si](C)(C)C (LiHMDS), c1c(c(ccc1)[Pd+])c1ccccc1N.[O-]S(C)(=O)=O.c1c(c(c(cc1C(C)C)C(C)C)c1c(ccc(c1P(C(C)(C)C)C(C)(C)C)OC)OC)C(C)C (tBuBrettPhos  Pd G3). Starting materials: C(N)(=O)C1C2CN(CC12)C(=O)OC(C)(C)C (tert-Butyl 6-carbamoyl-3-azabicyclo[3.1.0]hexane-3-carboxylate), Cl (hydrochloric acid), C(Cl)Cl (CH2Cl2). Run in CO (MeOH), CO (methanol). Conditions: time 3 hour. Product: Cl.C12CNCC2C1C(=O)N (3-Azabicyclo[3.1.0]hexane-6-carboxamide hydrochloride). Isolated yield 100.0%. RXN SMILES: Cl.[C:2]([CH:5]1[CH:10]2[CH:6]1[CH2:7][N:8](C(OC(C)(C)C)=O)[CH2:9]2)(=[O:4])[NH2:3].C(Cl)[Cl:19]>CO>[ClH:19].[CH:6]12[CH:5]([C:2]([NH2:3])=[O:4])[CH:10]1[CH2:9][NH:8][CH2:7]2 |f:4.5|. Procedure details: 1.25 M hydrochloric acid solution (9.76 mL, 12.2 mmol) dissolved in methanol was added dropwise to the tert-butyl 6-carbamoyl-3-azabicyclo[3.1.0]hexane-3-carboxylate (177 mg, 0.784 mmol) prepared in Example 4 and stirred for 3 hours. The completion of the reaction was confirmed by TLC (CH2Cl2:MeOH=15:1). After the reaction was completed, the reaction mixture was concentrated under reduced pressure to obtain 127 mg (100%) of the target compound.